Dataset: the Open Reaction Database (ORD), a public repository of structured organic reaction records. Task: describe an organic reaction: reactants, conditions, products, and yield The reactants are NN1C(C2=CC=CC=C2C(=N1)C1=CC=C(C=C1)Cl)=O (2-amino-4-(4-chlorophenyl)phthalazin-1(2H)-one), FC(C1=CC=C(C=C1)CC(=O)O)(F)F (2-[4-(trifluoromethyl)phenyl]acetic acid). Yields the product ClC1=CC=C(C=C1)C1=NN(C(C2=CC=CC=C12)=O)NC(CC1=CC=C(C=C1)C(F)(F)F)=O (N-[4-(4-chlorophenyl)-1-oxophthalazin-2(1H)-yl]-2-[4-(trifluoromethyl)phenyl]acetamide). As a reaction SMILES: [NH2:1][N:2]1[N:11]=[C:10]([C:12]2[CH:17]=[CH:16][C:15]([Cl:18])=[CH:14][CH:13]=2)[C:9]2[C:4](=[CH:5][CH:6]=[CH:7][CH:8]=2)[C:3]1=[O:19].[F:20][C:21]([F:33])([F:32])[C:22]1[CH:27]=[CH:26][C:25]([CH2:28][C:29](O)=[O:30])=[CH:24][CH:23]=1>>[Cl:18][C:15]1[CH:16]=[CH:17][C:12]([C:10]2[C:9]3[C:4](=[CH:5][CH:6]=[CH:7][CH:8]=3)[C:3](=[O:19])[N:2]([NH:1][C:29](=[O:30])[CH2:28][C:25]3[CH:24]=[CH:23][C:22]([C:21]([F:32])([F:20])[F:33])=[CH:27][CH:26]=3)[N:11]=2)=[CH:13][CH:14]=1. Procedure: The product of Example 86A and 2-[4-(trifluoromethyl)phenyl]acetic acid were treated using a method similar to that described in Example 57 to give the title compound. 1H NMR (500 MHz, DMSO-d6/Deuterium Oxide) δ ppm 8.40-8.42 (m, 1H), 7.93-8.04 (m, 2H), 7.72-7.74 (m, 3H), 7.59-7.69 (m, 6H), 3.83-3.84 (bs, 2H); MS (ESI−) M/Z 456 (M−H)−. Yield: 100.0%. Yields the product ClC=1C(=NC=C(C1OCC(F)(F)F)Cl)C(=O)N (3,5-dichloro-4-(2,2,2-trifluoroethoxy)pyridine-2-carboxamide). Procedure details: To 5 ml of ethanol were added 0.41 g of sodium bicarbonate and 0.34 g of hydroxylamine hydrochloride, and the mixture was heated to reflux for 1 hour. After allowing to cool, 0.6 g of 3,5-dichloro-4-(2,2,2-trifluoroethoxy)pyridine-2-carbonitrile was added at room temperature, and the mixture was stirred for 2 hours, and concentrated. To the residue was added water, the resultant solution was extracted with ethyl acetate three times, and the organic layers were combined, washed with an aqueous sa... Solvent: C(C)O (ethanol). Run at time 2 hour. Starting materials: C([O-])(O)=O.[Na+] (sodium bicarbonate), Cl.NO (hydroxylamine hydrochloride), ClC=1C(=NC=C(C1OCC(F)(F)F)Cl)C#N (3,5-dichloro-4-(2,2,2-trifluoroethoxy)pyridine-2-carbonitrile). As a reaction SMILES: C(=O)(O)[O-:2].[Na+].Cl.NO.[Cl:9][C:10]1[C:11]([C:23]#[N:24])=[N:12][CH:13]=[C:14]([Cl:22])[C:15]=1[O:16][CH2:17][C:18]([F:21])([F:20])[F:19]>C(O)C>[Cl:9][C:10]1[C:11]([C:23]([NH2:24])=[O:2])=[N:12][CH:13]=[C:14]([Cl:22])[C:15]=1[O:16][CH2:17][C:18]([F:21])([F:19])[F:20] |f:0.1,2.3|.